This data is from the Open Reaction Database (ORD), a public repository of structured organic reaction records. The task is: describe an organic reaction: reactants, conditions, products, and yield The reactants are Methyl ester, C(C)(C)(C)OC(=O)N[C@@H](CC1=CC=CC=C1)C(=O)O (N-tert-butoxycarbonyl-L-phenylalanine), [Cl-].[NH4+] (ammonium chloride), C(Cl)Cl (Methylene chloride), solution, C(C)(C)[N-]C(C)C.[Li+] (lithium diisopropylamide). Run in O1CCCC1 (tetrahydrofuran), CCCCCCC (heptane), O1CCCC1 (tetrahydrofuran), C(C)C1=CC=CC=C1 (ethylbenzene). Reaction conditions: temperature -78 celsius, time 1 hour. Product: C(C)(C)(C)OC(=O)N[C@H](C(C(Cl)Cl)=O)CC1=CC=CC=C1 ((3S)-3-tert-butoxycarbonylamino-1,1-dichloro-4-phenyl-2-butanone). Yield: 36.0%. RXN SMILES: [C:1]([O:5][C:6]([NH:8][C@H:9]([C:17]([OH:19])=O)[CH2:10][C:11]1[CH:16]=[CH:15][CH:14]=[CH:13][CH:12]=1)=[O:7])([CH3:4])([CH3:3])[CH3:2].[CH2:20]([Cl:22])[Cl:21].C([N-]C(C)C)(C)C.[Li+].[Cl-].[NH4+]>O1CCCC1.CCCCCCC.C(C1C=CC=CC=1)C>[C:1]([O:5][C:6]([NH:8][C@@H:9]([CH2:10][C:11]1[CH:12]=[CH:13][CH:14]=[CH:15][CH:16]=1)[C:17](=[O:19])[CH:20]([Cl:22])[Cl:21])=[O:7])([CH3:2])([CH3:3])[CH3:4] |f:2.3,4.5|. Procedure: Methyl ester (1.4 g) of N-tert-butoxycarbonyl-L-phenylalanine (1.4 g) was dissolved in dehydrated tetrahydrofuran (20 ml), and the obtained solution was cooled to −78° C. Methylene chloride (0.64 ml) and then 2 M solution (7.5 ml) of lithium diisopropylamide in heptane, tetrahydrofuran and ethylbenzene were added thereto, and they were stirred for 1 hour. A saturated aqueous ammonium chloride solution (20 ml) was added to the reaction mixture to terminate the reaction. The temperature was elevat... The reactants are BrCCCc1ccccc1, CC(C)(C)OC(=O)CCN(CCCc1ccc(O)cc1)C(=O)OC(C)(C)C, O=C([O-])[O-], CN(C)C=O, [K+], [K+]. Yields the product CC(C)(C)OC(=O)CCN(CCCc1ccc(OCCCc2ccccc2)cc1)C(=O)OC(C)(C)C. RXN SMILES: [Br:34][CH2:35][CH2:36][CH2:37][c:38]1[cH:39][cH:40][cH:41][cH:42][cH:43]1.[C:1]([CH3:2])([CH3:3])([CH3:4])[O:5][C:6](=[O:7])[N:8]([CH2:9][CH2:10][C:11](=[O:12])[O:13][C:14]([CH3:15])([CH3:16])[CH3:17])[CH2:18][CH2:19][CH2:20][c:21]1[cH:22][cH:23][c:24]([OH:27])[cH:25][cH:26]1.[C:28](=[O:29])([O-:30])[O-:31].[CH3:44][N:45]([CH3:46])[CH:47]=[O:48].[K+:32].[K+:33]>>[C:1]([CH3:2])([CH3:3])([CH3:4])[O:5][C:6](=[O:7])[N:8]([CH2:9][CH2:10][C:11](=[O:12])[O:13][C:14]([CH3:15])([CH3:16])[CH3:17])[CH2:18][CH2:19][CH2:20][c:21]1[cH:22][cH:23][c:24]([O:27][CH2:35][CH2:36][CH2:37][c:38]2[cH:39][cH:40][cH:41][cH:42][cH:43]2)[cH:25][cH:26]1.